From a dataset of the Open Reaction Database (ORD), a public repository of structured organic reaction records. describe an organic reaction: reactants, conditions, products, and yield Reactants: O.Cl.Cl.C(C1=CC=CC=C1)N1CC2CCC(C1)N2C (3-benzyl-8-methyl-3,8-diazabicyclo[3.2.1]octane dihydrochloride monohydrate), hydrochloride salt, O (water). The reagents and catalysts are [Pd] (palladium on charcoal). Run in C(C)O (ethanol). Reaction conditions: time 2 hour. Product: Cl.Cl.CN1C2CNCC1CC2 (8-methyl-3,8-diazabicyclo[3.2.1]octane dihydrochloride). Yield: 152.9%. As a reaction SMILES: O.[ClH:2].Cl.C([N:11]1[CH2:17][CH:16]2[N:18]([CH3:19])[CH:13]([CH2:14][CH2:15]2)[CH2:12]1)C1C=CC=CC=1.O>C(O)C.[Pd]>[ClH:2].[ClH:2].[CH3:19][N:18]1[CH:13]2[CH2:14][CH2:15][CH:16]1[CH2:17][NH:11][CH2:12]2 |f:0.1.2.3,7.8.9|. Procedure details: A mixture of 3-benzyl-8-methyl-3,8-diazabicyclo[3.2.1]octane dihydrochloride monohydrate (18.1 g, 0.059 mole) in absolute ethanol (200 ml) and 10% palladium on charcoal (3.0 g) was hydrogenated for 2 hours at atmospheric pressure. Sufficient water was added to dissolve the insoluble hydrochloride salt that had formed, and the reaction was filtered. The filtrate was evaporated in vacuo, the residue was triturated in hot absolute ethanol, and the mixture was filtered to yield 8.98 g of 8-methyl-3,... Product: CC(Nc1cc(N2CCNCC2)ccc1[N+](=O)[O-])c1cc(Cl)cc(Cl)c1. Starting materials: C1CNCCN1, CC#N, CCN(C(C)C)C(C)C, CC(Nc1cc(F)ccc1[N+](=O)[O-])c1cc(Cl)cc(Cl)c1. RXN SMILES: [CH2:22]1[CH2:23][NH:24][CH2:25][CH2:26][NH:27]1.[CH3:37][C:38]#[N:39].[CH:28]([N:29]([CH2:30][CH3:31])[CH:32]([CH3:33])[CH3:34])([CH3:35])[CH3:36].[Cl:1][c:2]1[cH:3][c:4]([CH:9]([CH3:10])[NH:11][c:12]2[c:13]([N+:19](=[O:20])[O-:21])[cH:14][cH:15][c:16]([F:18])[cH:17]2)[cH:5][c:6]([Cl:8])[cH:7]1>>[Cl:1][c:2]1[cH:3][c:4]([CH:9]([CH3:10])[NH:11][c:12]2[c:13]([N+:19](=[O:20])[O-:21])[cH:14][cH:15][c:16]([N:24]3[CH2:23][CH2:22][NH:27][CH2:26][CH2:25]3)[cH:17]2)[cH:5][c:6]([Cl:8])[cH:7]1. Starting materials: [Al+3], COC(=O)Cc1ccsc1-c1ccccc1, [Cl-], [Cl-], [Cl-], O=C(Cl)c1ccc(Cl)cc1, ClCCl. Yields the product COC(=O)Cc1cc(C(=O)c2ccc(Cl)cc2)sc1-c1ccccc1. RXN SMILES: [Al+3:28].[CH3:1][O:2][C:3]([CH2:4][c:5]1[c:6](-[c:10]2[cH:11][cH:12][cH:13][cH:14][cH:15]2)[s:7][cH:8][cH:9]1)=[O:16].[Cl-:27].[Cl-:29].[Cl-:30].[Cl:17][C:18](=[O:19])[c:20]1[cH:21][cH:22][c:23]([Cl:24])[cH:25][cH:26]1.[Cl:31][CH2:32][Cl:33]>>[CH3:1][O:2][C:3]([CH2:4][c:5]1[c:6](-[c:10]2[cH:11][cH:12][cH:13][cH:14][cH:15]2)[s:7][c:8]([C:18](=[O:19])[c:20]2[cH:21][cH:22][c:23]([Cl:24])[cH:25][cH:26]2)[cH:9]1)=[O:16]. The reactants are CC1(OC(C(O1)=CC(=O)Cl)=O)C ((2,2-dimethyl-5-oxo-[1,3]dioxolan-4-ylidene)-acetyl chloride), FC1=CC=C(CNOCCCN2CCOCC2)C=C1 (N-(4-fluorobenzyl)-O-(3-morpholin-4-yl-propyl)-hydroxylamine), compound 44-C. The product is CC1(OC(C(O1)=CC(=O)N(OCCCN1CCOCC1)CC1=CC=C(C=C1)F)=O)C (2-(2,2-Dimethyl-5-oxo-[1,3]-dioxolan-4-ylidene)-N-(4-fluorobenzyl)-N-(3-morpholin-4-yl-propoxy)-acetamide). Isolated yield 47.4%. As a reaction SMILES: [CH3:1][C:2]1([CH3:12])[O:6][C:5](=[CH:7][C:8](Cl)=[O:9])[C:4](=[O:11])[O:3]1.[F:13][C:14]1[CH:31]=[CH:30][C:17]([CH2:18][NH:19][O:20][CH2:21][CH2:22][CH2:23][N:24]2[CH2:29][CH2:28][O:27][CH2:26][CH2:25]2)=[CH:16][CH:15]=1>>[CH3:1][C:2]1([CH3:12])[O:6][C:5](=[CH:7][C:8]([N:19]([CH2:18][C:17]2[CH:16]=[CH:15][C:14]([F:13])=[CH:31][CH:30]=2)[O:20][CH2:21][CH2:22][CH2:23][N:24]2[CH2:29][CH2:28][O:27][CH2:26][CH2:25]2)=[O:9])[C:4](=[O:11])[O:3]1. Procedure: Reaction of (2,2-dimethyl-5-oxo-[1,3]dioxolan-4-ylidene)-acetyl chloride (1.0 mmol) with N-(4-fluorobenzyl)-O-(3-morpholin-4-yl-propyl)-hydroxylamine (0.268 g, mmol) as described in the preparation of compound 44-C (acid wash was skipped in this case) gave 0.200 g (47% yield) of the title amide as a clear oil after chromatography on silica gel. 1HNMR 400 MHz (C6D6) δ (ppm): 1.10 (6H, s, CH3), 1.50 (2H, m, CH2), 2.19 (2H, t, J=6.6 Hz, NCH2), 2.20 (4H, m, NCH2), 3.70 (2H, t, J=6.2 Hz, OCH2), 3.71 ... Reactants: ClC1=CC=C(C=C1)C=1N=C2N(C=C(C=C2)I)C1 (2-(4-chlorophenyl)-6-iodoimidazo[1,2-a]pyridine), C(=O)C1=CC=C(O1)B(O)O (5-formyl-2-furanboronic acid), C([O-])([O-])=O.[K+].[K+] (potassium carbonate), C(C)O (ethanol). Reagents/catalysts: C1=CC=C(C=C1)P([C-]2C=CC=C2)C3=CC=CC=C3.C1=CC=C(C=C1)P([C-]2C=CC=C2)C3=CC=CC=C3.Cl[Pd]Cl.[Fe+2] ([1,1′-bis(diphenylphosphino)ferrocene]dichloropalladium). Run in O (water). The product is ClC1=CC=C(C=C1)C=1N=C2N(C=C(C=C2)C2=CC=C(O2)C=O)C1 (5-[2-(4-Chlorophenyl)imidazo[1,2-a]pyridin-6-yl]furan-2-carbaldehyde). Isolated yield 38.2%. Reaction SMILES: [Cl:1][C:2]1[CH:7]=[CH:6][C:5]([C:8]2[N:9]=[C:10]3[CH:15]=[CH:14][C:13](I)=[CH:12][N:11]3[CH:17]=2)=[CH:4][CH:3]=1.[CH:18]([C:20]1[O:24][C:23](B(O)O)=[CH:22][CH:21]=1)=[O:19].C(=O)([O-])[O-].[K+].[K+].C(O)C>C1C=CC(P(C2C=CC=CC=2)[C-]2C=CC=C2)=CC=1.C1C=CC(P(C2C=CC=CC=2)[C-]2C=CC=C2)=CC=1.Cl[Pd]Cl.[Fe+2].O>[Cl:1][C:2]1[CH:7]=[CH:6][C:5]([C:8]2[N:9]=[C:10]3[CH:15]=[CH:14][C:13]([C:23]4[O:24][C:20]([CH:18]=[O:19])=[CH:21][CH:22]=4)=[CH:12][N:11]3[CH:17]=2)=[CH:4][CH:3]=1 |f:2.3.4,6.7.8.9|. Procedure: 300 mg of 2-(4-chlorophenyl)-6-iodoimidazo[1,2-a]pyridine, 118 mg of 5-formyl-2-furanboronic acid, 89 mg of [1,1′-bis(diphenylphosphino)ferrocene]dichloropalladium, 280 mg of potassium carbonate, 1.5 ml of ethanol and 1 ml of water are placed in a microwave tube and degassed with argon. The tube is placed in a microwave apparatus and irradiated at 90° C. for 30 min. After cooling, the catalyst is removed by filtration and washed with ethyl acetate. The organic phase is separated and dried and th... The reactants are CC(=O)OC(C)=O, O=CO, COc1cccc2c1CCC2NCc1nc(-c2ccccc2)c(-c2ccccc2)o1. The product is COc1cccc2c1CCC2N(C=O)Cc1nc(-c2ccccc2)c(-c2ccccc2)o1. Reaction SMILES: [CH3:31][C:32](=[O:33])[O:34][C:35](=[O:36])[CH3:37].[CH:38]([OH:39])=[O:40].[c:1]1(-[c:7]2[n:8][c:9]([CH2:18][NH:19][CH:20]3[CH2:21][CH2:22][c:23]4[c:24]([O:29][CH3:30])[cH:25][cH:26][cH:27][c:28]43)[o:10][c:11]2-[c:12]2[cH:13][cH:14][cH:15][cH:16][cH:17]2)[cH:2][cH:3][cH:4][cH:5][cH:6]1>>[c:1]1(-[c:7]2[n:8][c:9]([CH2:18][N:19]([CH:20]3[CH2:21][CH2:22][c:23]4[c:24]([O:29][CH3:30])[cH:25][cH:26][cH:27][c:28]43)[CH:32]=[O:33])[o:10][c:11]2-[c:12]2[cH:13][cH:14][cH:15][cH:16][cH:17]2)[cH:2][cH:3][cH:4][cH:5][cH:6]1.